From a dataset of the Open Reaction Database (ORD), a public repository of structured organic reaction records. describe an organic reaction: reactants, conditions, products, and yield Starting materials: C1(CCCCC1)CCC[C@H](CC(=O)NO)C1=NC(=NO1)COCC(=O)OCC (Ethyl [(5{(1R)-4-cyclohexyl-1-[2-(hydroxyamino)-2-oxoethyl]butyl}-1,2,4-oxadiazol-3-yl)methoxy]acetate), O.[OH-].[Li+] (lithium hydroxide monohydrate). Run in O1CCOCC1 (1,4-dioxan), O (water), O (water). Conditions: time 2 hour. Yields the product C1(CCCCC1)CCC[C@H](CC(=O)NO)C1=NC(=NO1)COCC(=O)O ([(5-{(1R)-4-Cyclohexyl-1-[2-(hydroxyamino)-2-oxoethyl]butyl}-1,2,4-oxadiazol-3-yl)methoxy]acetic acid). The yield is 95.4%. RXN SMILES: [CH:1]1([CH2:7][CH2:8][CH2:9][C@@H:10]([C:16]2[O:20][N:19]=[C:18]([CH2:21][O:22][CH2:23][C:24]([O:26]CC)=[O:25])[N:17]=2)[CH2:11][C:12]([NH:14][OH:15])=[O:13])[CH2:6][CH2:5][CH2:4][CH2:3][CH2:2]1.O.[OH-].[Li+]>O1CCOCC1.O>[CH:1]1([CH2:7][CH2:8][CH2:9][C@@H:10]([C:16]2[O:20][N:19]=[C:18]([CH2:21][O:22][CH2:23][C:24]([OH:26])=[O:25])[N:17]=2)[CH2:11][C:12]([NH:14][OH:15])=[O:13])[CH2:6][CH2:5][CH2:4][CH2:3][CH2:2]1 |f:1.2.3|. Reported procedure: A solution of ethyl [(5-{(1R)-4-cyclohexyl-1-[2-(hydroxyamino)-2-oxoethyl]butyl)1,2,4-oxadiazol-3-yl)methoxy]acetate (Example 49) (158 mg, 0.40 mmol) in 1,4-dioxan (4 ml) and water (2 ml) was treated with lithium hydroxide monohydrate (2 mg, 0.48 mmol) and stirred at room temperature for 2 hours. The reaction mixture was diluted with water and washed with diethylether (×2). The aqueous layer was acidified to pH 1 with hydrochloric acid (2M) and washed with ethyl acetate (×3). The combined organi... Starting materials: ClC1=CC=C2C(=CN(C2=C1)CC(=O)O)C(=O)N1CCN(CC1)C1=C(C=CC=C1)OC ({6-chloro-3-[4-(2-methoxy-phenyl)-piperazine-1-carbonyl]-indol-1-yl}-acetic acid), CN(CCN)C (N1,N1-dimethyl-ethane-1,2-diamine). Yields the product ClC1=CC=C2C(=CN(C2=C1)CC(=O)NCCN(C)C)C(=O)N1CCN(CC1)C1=C(C=CC=C1)OC (2-{6-Chloro-3-[4-(2-methoxy-phenyl)-piperazine-1-carbonyl]-indol-1-yl}-N-(2-dimethylamino-ethyl)-acetamide). Reaction SMILES: [Cl:1][C:2]1[CH:10]=[C:9]2[C:5]([C:6]([C:15]([N:17]3[CH2:22][CH2:21][N:20]([C:23]4[CH:28]=[CH:27][CH:26]=[CH:25][C:24]=4[O:29][CH3:30])[CH2:19][CH2:18]3)=[O:16])=[CH:7][N:8]2[CH2:11][C:12]([OH:14])=O)=[CH:4][CH:3]=1.[CH3:31][N:32]([CH3:36])[CH2:33][CH2:34][NH2:35]>>[Cl:1][C:2]1[CH:10]=[C:9]2[C:5]([C:6]([C:15]([N:17]3[CH2:18][CH2:19][N:20]([C:23]4[CH:28]=[CH:27][CH:26]=[CH:25][C:24]=4[O:29][CH3:30])[CH2:21][CH2:22]3)=[O:16])=[CH:7][N:8]2[CH2:11][C:12]([NH:35][CH2:34][CH2:33][N:32]([CH3:36])[CH3:31])=[O:14])=[CH:4][CH:3]=1. Reported procedure: Analogous to general procedure I, the coupling of {6-chloro-3-[4-(2-methoxy-phenyl)-piperazine-1-carbonyl]-indol-1-yl}-acetic acid (prepared herein) with (commercially available) N1,N1-dimethyl-ethane-1,2-diamine gave the title compound. Starting materials: CC(=O)C(C(C)=O)C(c1ccc(C#N)cc1)C(C(=O)Nc1cccc(C(F)(F)F)c1)C(=O)OCc1ccccc1, CCO, [Mg+2], O=S(=O)([O-])[O-]. Yields the product CC(=O)C1=C(C)N(c2cccc(C(F)(F)F)c2)C(=O)C(C(=O)OCc2ccccc2)C1c1ccc(C#N)cc1. Reaction SMILES: [C:1]([CH3:2])(=[O:3])[CH:4]([CH:5]([CH:6]([C:7](=[O:8])[O:9][CH2:10][c:11]1[cH:12][cH:13][cH:14][cH:15][cH:16]1)[C:17](=[O:18])[NH:19][c:20]1[cH:21][c:22]([C:26]([F:27])([F:28])[F:29])[cH:23][cH:24][cH:25]1)[c:30]1[cH:31][cH:32][c:33]([C:36]#[N:37])[cH:34][cH:35]1)[C:38]([CH3:39])=[O:40].[CH3:47][CH2:48][OH:49].[Mg+2:41].[O-:42][S:43](=[O:44])(=[O:45])[O-:46]>>[C:1]([CH3:2])(=[O:3])[C:4]1=[C:38]([CH3:39])[N:19]([c:20]2[cH:21][c:22]([C:26]([F:27])([F:28])[F:29])[cH:23][cH:24][cH:25]2)[C:17](=[O:18])[CH:6]([C:7](=[O:8])[O:9][CH2:10][c:11]2[cH:12][cH:13][cH:14][cH:15][cH:16]2)[CH:5]1[c:30]1[cH:31][cH:32][c:33]([C:36]#[N:37])[cH:34][cH:35]1. The reactants are C[Si](C)(C)[N-][Si](C)(C)C.[Li+] (Lithium bis(trimethylsilyl)amide), N1(CCC(CC1)C(=O)OCC)C(=O)OCC1=CC=CC=C1 (1-benzyl 4-ethyl piperidine-1,4-dicarboxylate), O1CCCC1 (tetrahydrofuran), C(C)(=O)OC(C=O)(C)C (1,1-dimethyl-2-oxoethyl acetate), O1CCCC1 (tetrahydrofuran). Reaction conditions: temperature -78 celsius, time 30 minute. The product is C(C)(=O)OC1C(OC(C12CCN(CC2)C(=O)OCC2=CC=CC=C2)=O)(C)C (Benzyl 4-(acetyloxy)-3,3-dimethyl-1-oxo-2-oxa-8-azaspiro[4.5]decane-8-carboxylate). Reaction SMILES: [N:1]1([C:12]([O:14][CH2:15][C:16]2[CH:21]=[CH:20][CH:19]=[CH:18][CH:17]=2)=[O:13])[CH2:6][CH2:5]C(C(OCC)=O)[CH2:3][CH2:2]1.C[Si]([N-][Si](C)(C)C)(C)C.[Li+].[C:32]([O:35][C:36]([CH3:40])([CH3:39])[CH:37]=[O:38])(=[O:34])[CH3:33].[O:41]1CC[CH2:43][CH2:42]1>>[C:42]([O:38][CH:37]1[C:33]2([CH2:3][CH2:2][N:1]([C:12]([O:14][CH2:15][C:16]3[CH:17]=[CH:18][CH:19]=[CH:20][CH:21]=3)=[O:13])[CH2:6][CH2:5]2)[C:32](=[O:34])[O:35][C:36]1([CH3:40])[CH3:39])(=[O:41])[CH3:43] |f:1.2|. Procedure: A solution of 1-benzyl 4-ethyl piperidine-1,4-dicarboxylate (2.35 g) was dissolved in tetrahydrofuran (30 mL) and was cooled to −78° C. Lithium bis(trimethylsilyl)amide (9 mL, 1M) was added dropwise under nitrogen and the solution was stirred for 30 min at −20° C. The solution was re-cooled to −78° C. and 1,1-dimethyl-2-oxoethyl acetate (1.17 g) in tetrahydrofuran (5 mL) was added and the mixture was stirred for 30 min. The mixture was quenched (NaHCO3, 30 mL) and the mixture was extracted with ... Starting materials: C(C)(=O)OCCC=1SC(=CC1C)S(=O)(=O)NC(NC1=NC(=CC(=C1)C(F)(F)F)C)=O (2-{3-methyl-5-[({[6-methyl-4-(trifluoromethyl)pyridin-2-yl]carbamoyl}amino)sulfonyl]-2-thienyl}ethyl acetate), [OH-].[Na+] (sodium hydroxide). Solvent: CO (methanol). Run at time 3 hour. Product: OCCC1=C(C=C(S1)S(=O)(=O)NC(NC1=NC(=CC(=C1)C(F)(F)F)C)=O)C (5-(2-Hydroxyethyl)-4-methyl-N-{[6-methyl-4-(trifluoromethyl)pyridin-2-yl]carbamoyl}thiophene-2-sulfonamide). The yield is 77.8%. As a reaction SMILES: C([O:4][CH2:5][CH2:6][C:7]1[S:8][C:9]([S:13]([NH:16][C:17](=[O:30])[NH:18][C:19]2[CH:24]=[C:23]([C:25]([F:28])([F:27])[F:26])[CH:22]=[C:21]([CH3:29])[N:20]=2)(=[O:15])=[O:14])=[CH:10][C:11]=1[CH3:12])(=O)C.[OH-].[Na+]>CO>[OH:4][CH2:5][CH2:6][C:7]1[S:8][C:9]([S:13]([NH:16][C:17](=[O:30])[NH:18][C:19]2[CH:24]=[C:23]([C:25]([F:27])([F:28])[F:26])[CH:22]=[C:21]([CH3:29])[N:20]=2)(=[O:15])=[O:14])=[CH:10][C:11]=1[CH3:12] |f:1.2|. Reported procedure: To a solution of 0.25 g 2-{3-methyl-5-[({[6-methyl-4-(trifluoromethyl)pyridin-2-yl]carbamoyl}amino)sulfonyl]-2-thienyl}ethyl acetate in 5 ml methanol was added 0.01 ml 28% aqueous sodium hydroxide and the mixture was kept at room temperature for 3 h. The reaction mixture was partitioned between 10% citric acid and ethyl acetate. The phases were separated and the organic phase was washed with brine and evaporated. The residue was triturated with t-butylmethyl ether/heptane to yield 0.177 g of the... The reactants are CNC=1SC2=C(N1)C=CC(=C2)[N+](=O)[O-] (methyl-(6-nitro-benzothiazol-2-yl)-amine), Cl.ClCCN1CCOCC1 (N-(2-chloroethyl)-morpholine hydrochloride). The product is CN(C=1SC2=C(N1)C=CC(=C2)[N+](=O)[O-])CCN2CCOCC2 (Methyl-(2-morpholin-4-yl-ethyl)-(6-nitro-benzothiazol-2-yl)-amine), product. Isolated yield 79.0%. As a reaction SMILES: [CH3:1][NH:2][C:3]1[S:4][C:5]2[CH:11]=[C:10]([N+:12]([O-:14])=[O:13])[CH:9]=[CH:8][C:6]=2[N:7]=1.Cl.Cl[CH2:17][CH2:18][N:19]1[CH2:24][CH2:23][O:22][CH2:21][CH2:20]1>>[CH3:1][N:2]([CH2:17][CH2:18][N:19]1[CH2:24][CH2:23][O:22][CH2:21][CH2:20]1)[C:3]1[S:4][C:5]2[CH:11]=[C:10]([N+:12]([O-:14])=[O:13])[CH:9]=[CH:8][C:6]=2[N:7]=1 |f:1.2|. Procedure: The title compound is prepared according to the general procedure outlined in Example 61, Step 2, utilizing methyl-(6-nitro-benzothiazol-2-yl)-amine (1.18 g, 5.64 mmol) and N-(2-chloroethyl)-morpholine hydrochloride (2.45 g, 13.17 mmol) to yield 1.43 g (79%) of the product. mass spectrum (ion-spray): (m/z)=323.2 (M+1).